Dataset: the Open Reaction Database (ORD), a public repository of structured organic reaction records. Task: describe an organic reaction: reactants, conditions, products, and yield Reactants: CI, CO, [Ca+2], [Cl-], [Cl-], [H-], [Na+], CN(C)C=O, CC1(C)C(=O)N(c2ccc(Oc3nc4ccccc4[nH]3)cc2)c2ncccc21. Product: Cn1c(Oc2ccc(N3C(=O)C(C)(C)c4cccnc43)cc2)nc2ccccc21. RXN SMILES: [CH3:31][I:32].[CH3:41][OH:42].[Ca+2:34].[Cl-:33].[Cl-:35].[H-:2].[Na+:1].[O:36]=[CH:37][N:38]([CH3:39])[CH3:40].[nH:3]1[c:4]([O:12][c:13]2[cH:14][cH:15][c:16]([N:19]3[C:20](=[O:30])[C:21]([CH3:28])([CH3:29])[c:22]4[c:23]3[n:24][cH:25][cH:26][cH:27]4)[cH:17][cH:18]2)[n:5][c:6]2[c:7]1[cH:8][cH:9][cH:10][cH:11]2>>[n:3]1[c:4]([O:12][c:13]2[cH:14][cH:15][c:16]([N:19]3[C:20](=[O:30])[C:21]([CH3:28])([CH3:29])[c:22]4[c:23]3[n:24][cH:25][cH:26][cH:27]4)[cH:17][cH:18]2)[n:5]([CH3:31])[c:6]2[c:7]1[cH:8][cH:9][cH:10][cH:11]2. The reactants are ClC1=CC(=C(C=C1[N+](=O)[O-])N1N=NN(C1=O)CCCF)F (1-(4-chloro-2-fluoro-5-nitrophenyl)-1,4-dihydro-4-(3-fluoropropyl)-5H-tetrazol-5-one), [H][H] (hydrogen). The reagents and catalysts are [Pt]=O (platinum oxide). Solvent: CO (methanol). Yields the product NC=1C(=CC(=C(C1)N1N=NN(C1=O)CCCF)F)Cl (1-(5-amino-4-chloro-2-fluorophenyl)-1,4-dihydro-4-(3-fluoropropyl)-5H-tetrazol-5-one). Isolated yield 246.6%. Reaction SMILES: [Cl:1][C:2]1[C:7]([N+:8]([O-])=O)=[CH:6][C:5]([N:11]2[C:15](=[O:16])[N:14]([CH2:17][CH2:18][CH2:19][F:20])[N:13]=[N:12]2)=[C:4]([F:21])[CH:3]=1.[H][H]>[Pt]=O.CO>[NH2:8][C:7]1[C:2]([Cl:1])=[CH:3][C:4]([F:21])=[C:5]([N:11]2[C:15](=[O:16])[N:14]([CH2:17][CH2:18][CH2:19][F:20])[N:13]=[N:12]2)[CH:6]=1. Reported procedure: To a 500 ml Parr hydrogenation bottle was added 0.2 gram of platinum oxide, 200 ml of methanol, then 14.0 grams (0.014 mole) of 1-(4-chloro-2-fluoro-5-nitrophenyl)-1,4-dihydro-4-(3-fluoropropyl)-5H-tetrazol-5-one. The bottle was placed in a Parr hydrogenator and the reaction mixture hydrogenated until the theoretical amount of hydrogen was taken up. The bottle was removed from the hydrogenator and the reaction mixture filtered. The filtrate was concentrated under reduced pressure to a residue. T... The reactants are FC1=C(C=C(C=C1)N1N=C(C=C1C=1OC=CC1)C(F)(F)F)C#N (1-(4-fluoro-3-cyanophenyl)-3-trifluoromethyl-5-(2-furyl)pyrazole), C(Cl)(Cl)(Cl)Cl (carbon tetrachloride), I(=O)(=O)(=O)[O-].[Na+] (sodium periodate). Reagents/catalysts: [Ru](Cl)(Cl)Cl (ruthenium chloride). Solvent: C(C)#N (acetonitrile), O (water). Reaction conditions: time 8 hour. The product is FC1=C(C=C(C=C1)N1N=C(C=C1C(=O)O)C(F)(F)F)C#N (1-(4-fluoro-3-cyanophenyl)-3-trifluoromethyl-5-hydroxycarbonyl pyrazole). The yield is 64.2%. As a reaction SMILES: [F:1][C:2]1[CH:7]=[CH:6][C:5]([N:8]2[C:12]([C:13]3[O:14]C=CC=3)=[CH:11][C:10]([C:18]([F:21])([F:20])[F:19])=[N:9]2)=[CH:4][C:3]=1[C:22]#[N:23].C(Cl)(Cl)(Cl)Cl.I([O-])(=O)(=O)=[O:30].[Na+]>C(#N)C.O.[Ru](Cl)(Cl)Cl>[F:1][C:2]1[CH:7]=[CH:6][C:5]([N:8]2[C:12]([C:13]([OH:30])=[O:14])=[CH:11][C:10]([C:18]([F:21])([F:20])[F:19])=[N:9]2)=[CH:4][C:3]=1[C:22]#[N:23] |f:2.3|. Procedure: To a solution of 1-(4-fluoro-3-cyanophenyl)-3-trifluoromethyl-5-(2-furyl)pyrazole (4.0 g, 12.5 mmol) in acetonitrile (30 mL) was added carbon tetrachloride (30 mL), ruthenium chloride (0.4 g) and a solution of sodium periodate (11.9 g, 56.1 mmol) in water (45 mL). The reaction is stirred at room temperature overnight. The next day the reaction mixture was filtered through celite. The filtrate was concentrated and partitioned between ethyl acetate and HCl (1N). The organic phase was washed with w...